Dataset: the Open Reaction Database (ORD), a public repository of structured organic reaction records. Task: describe an organic reaction: reactants, conditions, products, and yield The reactants are C(#N)CCNCCCCCCCCNCCC#N (N,N'-Bis(2-(cyano)ethyl)-1,8-octanediamine), Cl (HCl), PtO. Solvent: C(C)(=O)O (acetic acid). Yields the product Cl.Cl.Cl.Cl.NCCCNCCCCCCCCNCCCN (N,N'-Bis(3-(amino)propyl)1,8-octanediamine tetrahydrochloride). Reaction SMILES: [C:1]([CH2:3][CH2:4][NH:5][CH2:6][CH2:7][CH2:8][CH2:9][CH2:10][CH2:11][CH2:12][CH2:13][NH:14][CH2:15][CH2:16][C:17]#[N:18])#[N:2].[ClH:19]>C(O)(=O)C>[ClH:19].[ClH:19].[ClH:19].[ClH:19].[NH2:18][CH2:17][CH2:16][CH2:15][NH:14][CH2:13][CH2:12][CH2:11][CH2:10][CH2:9][CH2:8][CH2:7][CH2:6][NH:5][CH2:4][CH2:3][CH2:1][NH2:2] |f:3.4.5.6.7|. Procedure details: Combine 14.4 g (0.057 mol) of the product of Step A, 200 ml of acetic acid, 30 ml of conc. HCl, and 1.2 g PtO 2 and treat the mixture with H2 at 45 lbs/in2 in a shaker flask until H2 is no longer being reacted. Filter the mixture and remove the solvent at reduced pressure. 22.5 g of the title compound is obtained after purification. (Rf is 0.17 for TLC on silica gel developed with 40% conc. ammonia/methanol). The reactants are N#Cc1ccc(C(N)=O)cc1, N#Cc1ccc(C#N)cc1, CCO, [Na+], [OH-], O=S(=O)(O)O. The product is N#Cc1ccc(C(=O)O)cc1. As a reaction SMILES: [C:13](#[N:14])[c:15]1[cH:16][cH:17][c:18]([C:19](=[O:20])[NH2:21])[cH:22][cH:23]1.[C:1](#[N:2])[c:3]1[cH:4][cH:5][c:6]([C:7]#[N:8])[cH:9][cH:10]1.[CH3:29][CH2:30][OH:31].[Na+:12].[OH-:11].[S:24]([OH:25])(=[O:26])(=[O:27])[OH:28]>>[C:13](#[N:14])[c:15]1[cH:16][cH:17][c:18]([C:19](=[O:20])[OH:25])[cH:22][cH:23]1. Starting materials: COC(=O)C1CC(Oc2cc(-c3ccccc3)nc3ccc(Br)cc23)CN1C(=O)OC(C)(C)C, Cc1ccccc1, C=C[Sn](CCCC)(CCCC)CCCC. Yields the product C=Cc1ccc2nc(-c3ccccc3)cc(OC3CC(C(=O)OC)N(C(=O)OC(C)(C)C)C3)c2c1. As a reaction SMILES: [Br:1][c:2]1[cH:3][c:4]2[c:5]([O:18][CH:19]3[CH2:20][CH:21]([C:31](=[O:32])[O:33][CH3:34])[N:22]([C:24](=[O:25])[O:26][C:27]([CH3:28])([CH3:29])[CH3:30])[CH2:23]3)[cH:6][c:7](-[c:12]3[cH:13][cH:14][cH:15][cH:16][cH:17]3)[n:8][c:9]2[cH:10][cH:11]1.[CH3:50][c:51]1[cH:52][cH:53][cH:54][cH:55][cH:56]1.[CH:35](=[CH2:36])[Sn:37]([CH2:38][CH2:39][CH2:40][CH3:41])([CH2:42][CH2:43][CH2:44][CH3:45])[CH2:46][CH2:47][CH2:48][CH3:49]>>[c:2]1([CH:35]=[CH2:36])[cH:3][c:4]2[c:5]([O:18][CH:19]3[CH2:20][CH:21]([C:31](=[O:32])[O:33][CH3:34])[N:22]([C:24](=[O:25])[O:26][C:27]([CH3:28])([CH3:29])[CH3:30])[CH2:23]3)[cH:6][c:7](-[c:12]3[cH:13][cH:14][cH:15][cH:16][cH:17]3)[n:8][c:9]2[cH:10][cH:11]1.